This data is from the Open Reaction Database (ORD), a public repository of structured organic reaction records. The task is: describe an organic reaction: reactants, conditions, products, and yield Starting materials: CC(C)(C(C(CCCCOC1=CC=CC=C1)N1N=CN=C1)=O)C (2,2-dimethyl-4-(1,2,4-triazol-1-yl)-8-phenoxyoctan-3-one), C(=C)[Mg]Cl (vinyl magnesium chloride), O (water). The solvent is O1CCCC1 (tetrahydrofuran), O1CCCC1 (tetrahydrofuran). The product is CC(C)(C(C(CCCCOC1=CC=CC=C1)N1N=CN=C1)(O)C=C)C (2,2-dimethyl-3-vinyl-4-(1,2,4-triazol-1-yl)-8-phenoxyoctan-3-ol). RXN SMILES: [CH3:1][C:2]([CH3:23])([C:4](=[O:22])[CH:5]([N:17]1[CH:21]=[N:20][CH:19]=[N:18]1)[CH2:6][CH2:7][CH2:8][CH2:9][O:10][C:11]1[CH:16]=[CH:15][CH:14]=[CH:13][CH:12]=1)[CH3:3].[CH:24]([Mg]Cl)=[CH2:25].O>O1CCCC1>[CH3:3][C:2]([CH3:23])([C:4]([CH:24]=[CH2:25])([OH:22])[CH:5]([N:17]1[CH:21]=[N:20][CH:19]=[N:18]1)[CH2:6][CH2:7][CH2:8][CH2:9][O:10][C:11]1[CH:16]=[CH:15][CH:14]=[CH:13][CH:12]=1)[CH3:1]. Reported procedure: A solution of 12.6 g of 2,2-dimethyl-4-(1,2,4-triazol-1-yl)-8-phenoxyoctan-3-one was added dropwise to a solution of 8.7 g of vinyl magnesium chloride in 70 ml of tetrahydrofuran, while stirring. After the weakly exothermic reaction was complete, the mixture was refluxed for a further 5 hours and then cooled. Thereafter, a mixture of 5 ml of water and 5 ml of tetrahydrofuran was added dropwise, while cooling with ice, the reaction mixture was stirred for a further 2 hours at room temperature, th... Reactants: C([O-])([O-])=O.[K+].[K+] (potassium carbonate), CI (methyl iodide), CS(=O)C (dimethyl sulfoxide), Br.BrC=1C=NC(=NC1)O (5-bromo-2-hydroxypyrimidine hydrobromide). Run in O (Water). Reaction conditions: temperature 15 celsius, time 16 hour. Yields the product BrC=1C=NC(N(C1)C)=O (5-bromo-1-methyl-2(1H)-pyrimidone). The yield is 45.1%. Reaction SMILES: [C:1](=[O:4])([O-])[O-].[K+].[K+].CI.CS(C)=O.Br.[Br:14][C:15]1[CH:16]=[N:17][C:18](O)=[N:19][CH:20]=1>O>[Br:14][C:15]1[CH:20]=[N:19][C:1](=[O:4])[N:17]([CH3:18])[CH:16]=1 |f:0.1.2,5.6|. Procedure details: With cooling with ice, potassium carbonate (7.56 g, 54.7 mmol) and methyl iodide (1.27 ml, 20.3 mmol) were added to a dimethyl sulfoxide (100 mL) solution of 5-bromo-2-hydroxypyrimidine hydrobromide (4.0 g, 15.6 mmol), and stirred at 15° C. for 16 hours. Water was added to the reaction mixture, and extracted three times with ethyl acetate. The organic layer was washed with saturated brine, dried with anhydrous sodium sulfate and then concentrated under reduced pressure. The residue was suspended... Starting materials: [BH4-].[Na+] (sodium borohydride), NCCOCCN(CCC)CCC ([2-(2-amino-ethoxy)-ethyl]-dipropyl-amine), C(C)(C)(C)OC(NCC1=CC=C(C=C1)C=O)=O ((4-formyl-benzyl)-carbamic acid t-butyl ester), C(OC)(OC)OC (trimethyl orthoformate). Run in CO (methanol). Run at time 1 hour. Product: C(C)(C)(C)OC(NCC1=CC=C(C=C1)CNCCOCCN(CCC)CCC)=O ((4-{[2-(2-dipropylamino-ethoxy)-ethylamino]-methyl}-benzyl)-carbamic acid t-butyl ester). Isolated yield 90.3%. As a reaction SMILES: [NH2:1][CH2:2][CH2:3][O:4][CH2:5][CH2:6][N:7]([CH2:11][CH2:12][CH3:13])[CH2:8][CH2:9][CH3:10].C(OC)(OC)OC.[C:21]([O:25][C:26](=[O:37])[NH:27][CH2:28][C:29]1[CH:34]=[CH:33][C:32]([CH:35]=O)=[CH:31][CH:30]=1)([CH3:24])([CH3:23])[CH3:22].[BH4-].[Na+]>CO>[C:21]([O:25][C:26](=[O:37])[NH:27][CH2:28][C:29]1[CH:30]=[CH:31][C:32]([CH2:35][NH:1][CH2:2][CH2:3][O:4][CH2:5][CH2:6][N:7]([CH2:11][CH2:12][CH3:13])[CH2:8][CH2:9][CH3:10])=[CH:33][CH:34]=1)([CH3:24])([CH3:23])[CH3:22] |f:3.4|. Procedure: The compound (81.0 mg) obtained in Example 90-3 was dissolved in anhydrous methanol (2.0 ml) and added with trimethyl orthoformate (94.1 μl) and the compound (101 mg) obtained in Example 23-3 and the whole was stirred overnight at room temperature under a nitrogen atmosphere. Subsequently, sodium borohydride (32.6 mg) was added thereto in an ice bath and the whole was stirred at room temperature for 1 hour. After completion of the reaction, the solvent was distilled off. The resultant was dissol... Starting materials: C1(CC1)N1C=C(C(C2=CC(=C(C(=C12)F)F)F)=O)C(=O)O (1-cyclopropyl-6,7,8-trifluoro-1,4-dihydro-4-oxoquinoline-3-carboxylic acid), C1NCC2=CC=CC=C12 (isoindoline), CN(C)C=O (DMF). The product is NC=1C=C2CN(CC2=CC1)C1=C(C=C2C(C(=CN(C2=C1F)C1CC1)C(=O)O)=O)F (7-(5-amino-2-isoindolinyl)-1-cyclopropyl-6,8-difluoro-1,4-dihydro-4oxoquinoline-3-carboxylic acid). RXN SMILES: [CH:1]1([N:4]2[C:13]3[C:8](=[CH:9][C:10]([F:16])=[C:11](F)[C:12]=3[F:14])[C:7](=[O:17])[C:6]([C:18]([OH:20])=[O:19])=[CH:5]2)[CH2:3][CH2:2]1.[CH2:21]1[C:29]2[C:24](=[CH:25][CH:26]=[CH:27][CH:28]=2)[CH2:23][NH:22]1.C[N:31](C=O)C>>[NH2:31][C:27]1[CH:28]=[C:29]2[C:24](=[CH:25][CH:26]=1)[CH2:23][N:22]([C:11]1[C:12]([F:14])=[C:13]3[C:8]([C:7](=[O:17])[C:6]([C:18]([OH:20])=[O:19])=[CH:5][N:4]3[CH:1]3[CH2:2][CH2:3]3)=[CH:9][C:10]=1[F:16])[CH2:21]2. Reported procedure: 136 mg of 1-cyclopropyl-6,7,8-trifluoro-1,4-dihydro-4-oxoquinoline-3-carboxylic acid, 200 mg of isoindoline, and 1.5 ml of anhydrous DMF were processed in the same manner as in Example 2 to produce 130 mg of the target compound. The reactants are ICC (iodoethane), ICC (iodoethane), C([O-])([O-])=O.[K+].[K+] (potassium carbonate), COC(COC1=C(C=C(C=C1)NCC1=C(N=C(S1)C1=CC=C(C=C1)C(F)(F)F)C)C)=O ((2-methyl-4-{[4-methyl-2-(4-trifluoromethyl-phenyl)-thiazol-5-ylmethyl]-amino}-phenoxy)-acetic acid methyl ester). Run in CS(=O)C (DMSO), CCOCC (ether), CS(=O)C (DMSO). Reaction conditions: time 19 hour. Yields the product COC(COC1=C(C=C(C=C1)N(CC1=C(N=C(S1)C1=CC=C(C=C1)C(F)(F)F)C)CC)C)=O ((4-{ethyl-[4-methyl-2-(4-trifluoromethyl-phenyl)-thiazol-5-ylmethyl]-amino}-2-methyl-phenoxy)-acetic acid methyl ester). Isolated yield 58.9%. As a reaction SMILES: C(=O)([O-])[O-].[K+].[K+].[CH3:7][O:8][C:9](=[O:37])[CH2:10][O:11][C:12]1[CH:17]=[CH:16][C:15]([NH:18][CH2:19][C:20]2[S:24][C:23]([C:25]3[CH:30]=[CH:29][C:28]([C:31]([F:34])([F:33])[F:32])=[CH:27][CH:26]=3)=[N:22][C:21]=2[CH3:35])=[CH:14][C:13]=1[CH3:36].I[CH2:39][CH3:40]>CS(C)=O.CCOCC>[CH3:7][O:8][C:9](=[O:37])[CH2:10][O:11][C:12]1[CH:17]=[CH:16][C:15]([N:18]([CH2:39][CH3:40])[CH2:19][C:20]2[S:24][C:23]([C:25]3[CH:30]=[CH:29][C:28]([C:31]([F:34])([F:32])[F:33])=[CH:27][CH:26]=3)=[N:22][C:21]=2[CH3:35])=[CH:14][C:13]=1[CH3:36] |f:0.1.2|. Procedure details: A suspension of potassium carbonate (76 mg, 0.55 mmol), and (2-methyl-4-{[4-methyl-2-(4-trifluoromethyl-phenyl)-thiazol-5-ylmethyl]-amino}-phenoxy)-acetic acid methyl ester (225 mg, 0.50 mmol, example 18.2) in DMSO (3 ml) was treated with iodoethane (0.04 ml, 0.53 mmol) in DMSO (0.5 ml) and stirred for 19 h at RT. Again iodoethane (0.34 ml, 4.20 mmol) in 2 portions over 7 h was added. The reaction mixture was taken up in ether and washed with KHSO4-solution (10%). The organic phase was washed wi... The reactants are C(C)OC(=O)CCCCCCNC(C(=O)OCC)CCCCCCCC (Ethyl 2-(6-ethoxycarbonylhexylamino)decanoate), [O-]C#N.[K+] (potassium cyanate), Cl (hydrochloric acid). The product is C(C)OC(=O)CCCCCCN1C(=O)NC(=O)C1CCCCCCCC (1-(6-ethoxycarbonylhexyl)-5-octylhydantoin). RXN SMILES: [CH2:1]([O:3][C:4]([CH2:6][CH2:7][CH2:8][CH2:9][CH2:10][CH2:11][NH:12][CH:13]([CH2:19][CH2:20][CH2:21][CH2:22][CH2:23][CH2:24][CH2:25][CH3:26])[C:14]([O:16]CC)=O)=[O:5])[CH3:2].[O-:27][C:28]#[N:29].[K+].Cl>>[CH2:1]([O:3][C:4]([CH2:6][CH2:7][CH2:8][CH2:9][CH2:10][CH2:11][N:12]1[CH:13]([CH2:19][CH2:20][CH2:21][CH2:22][CH2:23][CH2:24][CH2:25][CH3:26])[C:14](=[O:16])[NH:29][C:28]1=[O:27])=[O:5])[CH3:2] |f:1.2|. Procedure details: Ethyl 2-(6-ethoxycarbonylhexylamino)decanoate (7.4 g) was reacted with potassium cyanate and hydrochloric acid to give 1-(6-ethoxycarbonylhexyl)-5-octylhydantoin which formed colourless crystals, m.p. 68°-70° C., from light petroleum (b.p. 60°-80° C.).